Dataset: the Open Reaction Database (ORD), a public repository of structured organic reaction records. Task: describe an organic reaction: reactants, conditions, products, and yield Reactants: C(C)(=O)OCC (Ethyl acetate), C([O-])([O-])=O.[K+].[K+] (Potassium carbonate), COC1=CC=C(C=C1)N1N=C(N=C1C1=CC=C(C=C1)OC)O (1,5-bis(4-methoxyphenyl)-1H-1,2,4-triazol-3-ol), BrCC#C (3-bromo-1-propyne). Run in O (water), CN(C=O)C (dimethylformamide). Run at time 5 minute. The product is COC1=CC=C(C=C1)N1N=C(N=C1C1=CC=C(C=C1)OC)OCC#C (1,5-bis(4-methoxyphenyl)-3-(2-propynyloxy)-1H-1,2,4-triazole). Isolated yield 43.9%. As a reaction SMILES: C(=O)([O-])[O-].[K+].[K+].[CH3:7][O:8][C:9]1[CH:14]=[CH:13][C:12]([N:15]2[C:19]([C:20]3[CH:25]=[CH:24][C:23]([O:26][CH3:27])=[CH:22][CH:21]=3)=[N:18][C:17]([OH:28])=[N:16]2)=[CH:11][CH:10]=1.Br[CH2:30][C:31]#[CH:32].C(OCC)(=O)C>CN(C)C=O.O>[CH3:7][O:8][C:9]1[CH:10]=[CH:11][C:12]([N:15]2[C:19]([C:20]3[CH:25]=[CH:24][C:23]([O:26][CH3:27])=[CH:22][CH:21]=3)=[N:18][C:17]([O:28][CH2:32][C:31]#[CH:30])=[N:16]2)=[CH:13][CH:14]=1 |f:0.1.2|. Procedure: Potassium carbonate (279 mg, 2.02 mmol) was added to a solution of 1,5-bis(4-methoxyphenyl)-1H-1,2,4-triazol-3-ol (200 mg, 0.673 mmol) in dimethylformamide (2 mL). After 5 minute stirring, 3-bromo-1-propyne (0.18 mL, 2.02 mmol) was added to the mixture and the mixture was stirred for 4 hours. Ethyl acetate and water were poured into the mixture. The organic layer was separated, washed with water and brine, and dried over magnesium sulfate. The solvent was removed under reduced pressure. The resi... As a reaction SMILES: [C:1](Cl)(=O)[C:2](Cl)=O.[Na].O[N:9]1[CH:14]=[CH:13][CH:12]=[CH:11][C:10]1=[S:15]>C1C=CC=CC=1.CN(C=O)C.CN(C1C=CN=CC=1)C>[N:9]1[CH:14]=[CH:13][CH:12]=[CH:11][C:10]=1[S:15][C:2]1[CH:1]=[CH:12][CH:11]=[CH:10][N:9]=1 |^1:6|. The reagents and catalysts are CN(C)C=1C=CN=CC1 (DMAP), CN(C)C=O (DMF). The reactants are [Na] (sodium), ON1C(C=CC=C1)=S (N-hydroxypyridine-2-thione), acid ( 32 ), C(C(=O)Cl)(=O)Cl (oxalyl chloride). Product: N1=C(C=CC=C1)SC1=NC=CC=C1 (pyridyl sulfide). The solvent is C1=CC=CC=C1 (benzene). Procedure details: 360 mg (1 mmol) of peracetoquinic acid (32) are taken into solution with stirring in 5 ml of benzene with the addition of 1 ml of oxalyl chloride and 1 drop of DMF for 3 hours. After evaporation to dryness, the residue is taken up in 5 ml of benzene and added with stirring to a suspension of 180 mg (1.1 mmol) of the sodium salt of N-hydroxypyridine-2-thione and 12 mg (0.1 mmol) of DMAP. The reaction mixture is kept refluxing in 10 ml of toluuene under an atmosphere of nitrogen. After 2 hours of ... The yield is 72.0%. The reactants are CC(=O)OC(C)=O, CCOC(=O)n1c2ccccc2c(=O)n1Cc1csc(N)n1. Product: CCOC(=O)n1c2ccccc2c(=O)n1Cc1csc(NC(C)=O)n1. Reaction SMILES: [CH3:23][C:24](=[O:25])[O:26][C:27](=[O:28])[CH3:29].[NH2:1][c:2]1[s:3][cH:4][c:5]([CH2:7][n:8]2[n:9]([C:18](=[O:19])[O:20][CH2:21][CH3:22])[c:10]3[cH:11][cH:12][cH:13][cH:14][c:15]3[c:16]2=[O:17])[n:6]1>>[NH:1]([c:2]1[s:3][cH:4][c:5]([CH2:7][n:8]2[n:9]([C:18](=[O:19])[O:20][CH2:21][CH3:22])[c:10]3[cH:11][cH:12][cH:13][cH:14][c:15]3[c:16]2=[O:17])[n:6]1)[C:24]([CH3:23])=[O:25]. Reactants: C(CC(O)(C(=O)[O-])CC(=O)[O-])(=O)[O-].[Na+].[Na+].[Na+] (Trisodium citrate), [OH-].[Na+] (NaOH), C(Cl)C1CO1 (epichlorohydrin). Solvent: O (water). Reaction conditions: time 16 hour. Product: C(Cl)C1CO1.C(CC(O)(C(=O)[O-])CC(=O)[O-])(=O)[O-].[Na+].[Na+].[Na+] (Trisodium Citrate Epichlorohydrin). RXN SMILES: [C:1]([O-:13])(=[O:12])[CH2:2][C:3]([CH2:8][C:9]([O-:11])=[O:10])([C:5]([O-:7])=[O:6])[OH:4].[Na+:14].[Na+].[Na+].[OH-].[Na+].[CH2:19]([CH:21]1[O:23][CH2:22]1)[Cl:20]>O>[CH2:19]([CH:21]1[O:23][CH2:22]1)[Cl:20].[C:1]([O-:13])(=[O:12])[CH2:2][C:3]([CH2:8][C:9]([O-:11])=[O:10])([C:5]([O-:7])=[O:6])[OH:4].[Na+:14].[Na+:14].[Na+:14] |f:0.1.2.3,4.5,8.9.10.11.12|. Procedure: Trisodium citrate (7.23 g, 24.6 mmol) was dissolved in 3.3 ml 30% NaOH (1.0 eq.) and epichlorohydrin (1.92 ml, 24.6 mmol) was added. The heterogeneous reaction mixture was stirred at room temperature for 16 hours to give an homogeneous solution which was completed to 20 ml with deionized water. Samples of this stock solution were used without further purification. For the same reason discussed in example 22, we expect the presence of the epoxide group in the adduct. Reactants: COC(=O)C=CC=CCSc1ccc(Cl)cc1, CO, CCOC(C)=O, [O-][I+3]([O-])([O-])[O-], [Na+], O. Yields the product COC(=O)C=CC=CCS(=O)c1ccc(Cl)cc1. As a reaction SMILES: [CH3:1][O:2][C:3]([CH:4]=[CH:5][CH:6]=[CH:7][CH2:8][S:9][c:10]1[cH:11][cH:12][c:13]([Cl:16])[cH:14][cH:15]1)=[O:17].[CH3:24][OH:25].[CH3:27][CH2:28][O:29][C:30](=[O:31])[CH3:32].[I+3:18]([O-:19])([O-:20])([O-:21])[O-:22].[Na+:23].[OH2:26]>>[CH3:1][O:2][C:3]([CH:4]=[CH:5][CH:6]=[CH:7][CH2:8][S:9]([c:10]1[cH:11][cH:12][c:13]([Cl:16])[cH:14][cH:15]1)=[O:19])=[O:17].